From a dataset of the Open Reaction Database (ORD), a public repository of structured organic reaction records. describe an organic reaction: reactants, conditions, products, and yield The solvent is C1(=CC=CC=C1)C (toluene). The reactants are N1(C=NC=C1)CC(=[N+](C)[O-])C1=CC2=CC=CC=C2C=C1 (2-(1H-Imidazol-1-yl)-N-methyl-1-(2-naphthalenyl)ethanimine N-oxide), C(C=C)OC1=CC=C(C=C1)OC (p-methoxyphenyl allyl ether), C(Cl)(Cl)Cl (Chloroform). Reaction SMILES: [N:1]1([CH2:6][C:7]([C:11]2[CH:20]=[CH:19][C:18]3[C:13](=[CH:14][CH:15]=[CH:16][CH:17]=3)[CH:12]=2)=[N+:8]([O-:10])[CH3:9])[CH:5]=[CH:4][N:3]=[CH:2]1.[CH2:21]([O:24][C:25]1[CH:30]=[CH:29][C:28]([O:31][CH3:32])=[CH:27][CH:26]=1)[CH:22]=[CH2:23].C(Cl)(Cl)Cl>C1(C)C=CC=CC=1>[N:1]1([CH2:6][C:7]2([C:11]3[CH:20]=[CH:19][C:18]4[C:13](=[CH:14][CH:15]=[CH:16][CH:17]=4)[CH:12]=3)[CH2:23][CH:22]([CH2:21][O:24][C:25]3[CH:30]=[CH:29][C:28]([O:31][CH3:32])=[CH:27][CH:26]=3)[O:10][N:8]2[CH3:9])[CH:5]=[CH:4][N:3]=[CH:2]1. The product is N1(C=NC=C1)CC1(N(OC(C1)COC1=CC=C(C=C1)OC)C)C1=CC2=CC=CC=C2C=C1 (3-(1H-Imidazol-1-ylmethyl)-5-[(4-methoxyphenoxy)methyl]-2-methyl-3-(2-naphthalenyl)isoxazolidine). Procedure details: A mixture of compound 2 (13.0 g, 0.049 mol) and p-methoxyphenyl allyl ether (12.07 g, 0.073 mol) in 400 ml of toluene is refluxed for 48 hours, cooled, and the solvent removed in vacuo leaving a dark oil. Chloroform is added to the oil and carbon is added to decolorize the solution which is filtered through a bed of celite. The chloroform is evaporated and the oil that remained is purified by flash chromatography on silica gel (eluent comprised of 98% CHCl3 and 2% MeOH). The resulting tan solid ...